Dataset: the Open Reaction Database (ORD), a public repository of structured organic reaction records. Task: describe an organic reaction: reactants, conditions, products, and yield Reactants: O=C([O-])[O-], [Cs+], [Cs+], COC(=O)c1ccc(F)cc1O, O=[N+]([O-])c1cccc(S(=O)(=O)OCC2CO2)c1, CN(C)C=O. Yields the product COC(=O)c1ccc(F)cc1OCC1CO1. As a reaction SMILES: [C:30](=[O:31])([O-:32])[O-:33].[Cs+:34].[Cs+:35].[F:1][c:2]1[cH:3][c:4]([OH:12])[c:5]([C:6](=[O:7])[O:8][CH3:9])[cH:10][cH:11]1.[N+:13]([c:14]1[cH:15][c:16]([S:17]([O:18][CH2:26][CH:27]2[O:28][CH2:29]2)(=[O:19])=[O:20])[cH:21][cH:22][cH:23]1)([O-:24])=[O:25].[O:36]=[CH:37][N:38]([CH3:39])[CH3:40]>>[F:1][c:2]1[cH:3][c:4]([O:12][CH2:26][CH:27]2[O:28][CH2:29]2)[c:5]([C:6](=[O:7])[O:8][CH3:9])[cH:10][cH:11]1. The reactants are Cl (HCl), N(=O)[O-].[Na+] (NaNO2), NC1=CC(NC(N1CC(C)C)=O)=O (6-amino-1-(2-methylpropyl)-2,4-(1H,3H)-pyrimidinedione). The solvent is O (water), O (water). Yields the product NC1=C(C(NC(N1CC(C)C)=O)=O)N=O (6-amino-1-(2-methylpropyl)-5-nitroso-2,4-(1H,3H)-pyrimidinedione). RXN SMILES: [NH2:1][C:2]1[N:7]([CH2:8][CH:9]([CH3:11])[CH3:10])[C:6](=[O:12])[NH:5][C:4](=[O:13])[CH:3]=1.Cl.[N:15]([O-])=[O:16].[Na+]>O>[NH2:1][C:2]1[N:7]([CH2:8][CH:9]([CH3:11])[CH3:10])[C:6](=[O:12])[NH:5][C:4](=[O:13])[C:3]=1[N:15]=[O:16] |f:2.3|. Procedure details: To 44.7 g (0.24 mol) of 6-amino-1-(2-methylpropyl)-2,4-(1H,3H)-pyrimidinedione (XIV), dissolved in 2 l hot water, was added 50 ml of 5N HCl and 17 g of NaNO2 (0.25 mol) which were dissolved in water. After cooling the red crystals were filtered off and washed with water. Yield 44.6 g (95%) (XV), NMR. Starting materials: CNc1c(F)cc2c(=O)n(-c3ccc([N+](=O)[O-])cc3)ccc2c1Br, [C-]#N, CN1CCCC1=O, N#C[Cu], [K+]. The product is CNc1c(F)cc2c(=O)n(-c3ccc([N+](=O)[O-])cc3)ccc2c1C#N. As a reaction SMILES: [Br:1][c:2]1[c:3]2[cH:4][cH:5][n:6](-[c:16]3[cH:17][cH:18][c:19]([N+:22](=[O:23])[O-:24])[cH:20][cH:21]3)[c:7](=[O:15])[c:8]2[cH:9][c:10]([F:14])[c:11]1[NH:12][CH3:13].[C-:28]#[N:29].[CH3:31][N:32]1[CH2:33][CH2:34][CH2:35][C:36]1=[O:37].[Cu:25][C:26]#[N:27].[K+:30]>>[c:2]1([C:26]#[N:27])[c:3]2[cH:4][cH:5][n:6](-[c:16]3[cH:17][cH:18][c:19]([N+:22](=[O:23])[O-:24])[cH:20][cH:21]3)[c:7](=[O:15])[c:8]2[cH:9][c:10]([F:14])[c:11]1[NH:12][CH3:13]. Yields the product CC1(C)CCC(C)(C)c2cc(Nc3ccc(C(=O)O)cc3)ccc21. As a reaction SMILES: [CH3:1][C:2]1([CH3:15])[c:3]2[cH:4][cH:5][c:6]([NH2:14])[cH:7][c:8]2[C:9]([CH3:12])([CH3:13])[CH2:10][CH2:11]1.[CH3:26][N:27]1[CH2:28][CH2:29][O:30][CH2:31][CH2:32]1.[ClH:33].[I:16][c:17]1[cH:18][cH:19][c:20]([C:21](=[O:22])[OH:23])[cH:24][cH:25]1.[O:34]1[CH2:35][CH2:36][O:37][CH2:38][CH2:39]1>>[CH3:1][C:2]1([CH3:15])[c:3]2[cH:4][cH:5][c:6]([NH:14][c:17]3[cH:18][cH:19][c:20]([C:21](=[O:22])[OH:23])[cH:24][cH:25]3)[cH:7][c:8]2[C:9]([CH3:12])([CH3:13])[CH2:10][CH2:11]1. Starting materials: CC1(C)CCC(C)(C)c2cc(N)ccc21, CN1CCOCC1, Cl, O=C(O)c1ccc(I)cc1, C1COCCO1. Reactants: CCN(C(C)C)C(C)C, CN1CCC2(CC1)CNc1ccccc12, C, ClCCl, O=S(=O)(Cl)Cl. The product is CN1CCC2(CC1)CN(S(C)(=O)=O)c1ccccc12. RXN SMILES: [CH2:22]([N:23]([CH:24]([CH3:25])[CH3:26])[CH:27]([CH3:28])[CH3:29])[CH3:30].[CH3:1][N:2]1[CH2:3][CH2:4][C:5]2([CH2:6][NH:7][c:8]3[cH:9][cH:10][cH:11][cH:12][c:13]32)[CH2:14][CH2:15]1.[CH4:21].[Cl:31][CH2:32][Cl:33].[S:16](=[O:17])(=[O:18])([Cl:19])[Cl:20]>>[CH3:1][N:2]1[CH2:3][CH2:4][C:5]2([CH2:6][N:7]([S:16](=[O:17])(=[O:18])[CH3:22])[c:8]3[cH:9][cH:10][cH:11][cH:12][c:13]32)[CH2:14][CH2:15]1. RXN SMILES: C(O[C@:5]1([C@:25]2([CH3:26])[C@H:11]([C@H:12]3[C@H:22]([C@@H:23]([O:27][C:28](=[O:35])[C:29]4[CH:34]=[CH:33][CH:32]=[CH:31][CH:30]=4)[CH2:24]2)[C@:20]2([CH3:21])[C:15](=[CH:16][C:17](=[O:37])[C@@H:18]4[CH2:36][C@@H:19]42)[CH:14]=[CH:13]3)[CH2:10][CH2:9]1)[C:6](=[O:8])[CH3:7])(=O)C>C1C=CC(C2C=CC=CC=2)=CC=1.C1C=CC(OC2C=CC=CC=2)=CC=1>[C:28]([O:27][C@H:23]1[CH2:24][C@@:25]2([CH3:26])[C@@H:11]([CH2:10][CH:9]=[C:5]2[C:6](=[O:8])[CH3:7])[C@H:12]2[C@H:22]1[C@:20]1([CH3:21])[C:15]([CH:14]=[CH:13]2)=[CH:16][C:17](=[O:37])[C@@H:18]2[CH2:36][C@H:19]12)(=[O:35])[C:29]1[CH:34]=[CH:33][CH:32]=[CH:31][CH:30]=1 |f:1.2|. Procedure details: One gram of 17α-acetoxy-11β-benzoyloxy-1α,2α-methylene-4,6-pregnadiene-3,20-dione is dissolved in 10 ml of "Dowtherm" (filtered over A12O3). The solution is heated under a stream of nitrogen gas for 30 minutes to 285° C. After cooling, the mixture is diluted with hexane, introduced into a silica gel column, and the "Dowtherm" is eluted with hexane. The thus-prepared compound is now eluted with methylene chloride and a gradually increasing proportion of chloroform. The individual fractions are te... Product: C(C1=CC=CC=C1)(=O)O[C@@H]1[C@@H]2[C@]3([C@@H]4[C@H](C(C=C3C=C[C@H]2[C@@H]2CC=C(C(C)=O)[C@]2(C1)C)=O)C4)C (11β-benzoyloxy-1α,2α-methylene-4,6,16-pregnatriene-3,20-dione). Yield: 79.5%. Solvent: C1=CC=C(C=C1)C2=CC=CC=C2.C1=CC=C(C=C1)OC2=CC=CC=C2 (Dowtherm). Starting materials: C(C)(=O)O[C@]1(C(C)=O)CC[C@H]2[C@@H]3C=CC4=CC([C@H]5[C@@H]([C@]4(C)[C@H]3[C@H](C[C@]12C)OC(C1=CC=CC=C1)=O)C5)=O (17α-acetoxy-11β-benzoyloxy-1α,2α-methylene-4,6-pregnadiene-3,20-dione).